From a dataset of the Open Reaction Database (ORD), a public repository of structured organic reaction records. describe an organic reaction: reactants, conditions, products, and yield The reactants are OC1=CC=C(C=C1)CCCN1C=NC=C1 (1-[3-(4-hydroxyphenyl)propyl]imidazole), ClCC=1N=C(OC1)\C=C\C=1SC=CC1 (4-chloromethyl-2-[(E)-2-(2-thienyl)ethenyl]oxazole). Product: N1(C=NC=C1)CCCC1=CC=C(OCC=2N=C(OC2)\C=C\C=2SC=CC2)C=C1 (4-[4-[3-(1-imidazolyl)propyl]phenoxymethyl]-2-[(E)-2-(2-thienyl)ethenyl]oxazole). Yield: 92.0%. RXN SMILES: [OH:1][C:2]1[CH:7]=[CH:6][C:5]([CH2:8][CH2:9][CH2:10][N:11]2[CH:15]=[CH:14][N:13]=[CH:12]2)=[CH:4][CH:3]=1.Cl[CH2:17][C:18]1[N:19]=[C:20](/[CH:23]=[CH:24]/[C:25]2[S:26][CH:27]=[CH:28][CH:29]=2)[O:21][CH:22]=1>>[N:11]1([CH2:10][CH2:9][CH2:8][C:5]2[CH:6]=[CH:7][C:2]([O:1][CH2:17][C:18]3[N:19]=[C:20](/[CH:23]=[CH:24]/[C:25]4[S:26][CH:27]=[CH:28][CH:29]=4)[O:21][CH:22]=3)=[CH:3][CH:4]=2)[CH:15]=[CH:14][N:13]=[CH:12]1. Procedure: In substantially the same manner as in Working Example 72, 1-[3-(4-hydroxyphenyl)propyl]imidazole was allowed to react with 4-chloromethyl-2-[(E)-2-(2-thienyl)ethenyl]oxazole to give 4-[4-[3-(1-imidazolyl)propyl]phenoxymethyl]-2-[(E)-2-(2-thienyl)ethenyl]oxazole. The yield was 92%. Recrystallization from ethyl acetate-isopropyl ether gave colorless prisms, mp 131-132° C. Yields the product CNC(=S)NCCn1c(=O)ccc2c(C)cc(C)nc21. The reactants are CN=C=S, Cc1cc(C)c2ccc(=O)n(CCN)c2n1, O. As a reaction SMILES: [CH3:17][N:18]=[C:19]=[S:20].[NH2:1][CH2:2][CH2:3][n:4]1[c:5](=[O:16])[cH:6][cH:7][c:8]2[c:9]([CH3:15])[cH:10][c:11]([CH3:14])[n:12][c:13]12.[OH2:21]>>[NH:1]([CH2:2][CH2:3][n:4]1[c:5](=[O:16])[cH:6][cH:7][c:8]2[c:9]([CH3:15])[cH:10][c:11]([CH3:14])[n:12][c:13]12)[C:19]([NH:18][CH3:17])=[S:20].